This data is from the Open Reaction Database (ORD), a public repository of structured organic reaction records. The task is: describe an organic reaction: reactants, conditions, products, and yield Reactants: CCN1CCN(c2ccc([N+](=O)[O-])cn2)CC1, CO, [H][H]. Yields the product CCN1CCN(c2ccc(N)cn2)CC1. RXN SMILES: [CH2:1]([CH3:2])[N:3]1[CH2:4][CH2:5][N:6]([c:9]2[n:10][cH:11][c:12]([N+:15]([O-:16])=[O:17])[cH:13][cH:14]2)[CH2:7][CH2:8]1.[CH3:20][OH:21].[H:18][H:19]>>[CH2:1]([CH3:2])[N:3]1[CH2:4][CH2:5][N:6]([c:9]2[n:10][cH:11][c:12]([NH2:15])[cH:13][cH:14]2)[CH2:7][CH2:8]1. Starting materials: CC1(C)CC(=O)c2c(Br)cn(-c3ccccn3)c2C1, CC(C)(C)[O-], Cc1ccccc1, Nc1ccccc1, [Na+]. Yields the product CC1(C)CC(=O)c2c(Nc3ccccc3)cn(-c3ccccn3)c2C1. As a reaction SMILES: [Br:1][c:2]1[cH:3][n:4](-[c:14]2[n:15][cH:16][cH:17][cH:18][cH:19]2)[c:5]2[c:10]1[C:9](=[O:11])[CH2:8][C:7]([CH3:12])([CH3:13])[CH2:6]2.[CH3:27][C:28]([CH3:29])([O-:30])[CH3:31].[CH3:33][c:34]1[cH:35][cH:36][cH:37][cH:38][cH:39]1.[NH2:20][c:21]1[cH:22][cH:23][cH:24][cH:25][cH:26]1.[Na+:32]>>[c:2]1([NH:20][c:21]2[cH:22][cH:23][cH:24][cH:25][cH:26]2)[cH:3][n:4](-[c:14]2[n:15][cH:16][cH:17][cH:18][cH:19]2)[c:5]2[c:10]1[C:9](=[O:11])[CH2:8][C:7]([CH3:12])([CH3:13])[CH2:6]2. Starting materials: C([O-])([O-])=O.[K+].[K+] (potassium carbonate), CC1=C(C=CCC1=S)C(=O)OC (methyl 3-thio-2-methylbenzoate), BrCCBr (1,2-dibromoethane). Solvent: CC(=O)C (acetone). Reaction conditions: time 10 hour. Product: BrCCSC=1C(=C(C(=O)OC)C=CC1)C (Methyl 3-(2-bromoethylthio)-2-methylbenzoate). Reaction SMILES: C(=O)([O-])[O-].[K+].[K+].[CH3:7][C:8]1[C:13](=[S:14])[CH2:12][CH:11]=[CH:10][C:9]=1[C:15]([O:17][CH3:18])=[O:16].[Br:19][CH2:20][CH2:21]Br>CC(C)=O>[Br:19][CH2:20][CH2:21][S:14][C:13]1[C:8]([CH3:7])=[C:9]([CH:10]=[CH:11][CH:12]=1)[C:15]([O:17][CH3:18])=[O:16] |f:0.1.2|. Procedure details: 30.3 g (0.22 mol) of potassium carbonate were added to 40.0 g (0.22 mol) of methyl 3-thio-2-methylbenzoate in 500 ml of acetone, and 82.6 g (0.22 mol) of 1,2-dibromoethane were added dropwise. After 10 hours of stirring at room temperature, the solvent was distilled off, the residue was taken up in water/ethyl acetate and the organic phase was dried and concentrated. The oil that remained was chromatographed over silica gel using ethyl acetate/cyclohexane=1/10. Starting materials: C(C1=CC=CC=C1)OC(=O)CN1C(C(=NC(=C1C1=CC(=CC=C1)[N+](=O)[O-])Cl)Cl)=O (1-benzyloxycarbonylmethyl-3,5-dichloro-6-(3-nitrophenyl)pyrazinone), EtOAc hexanes, Cl (HCl), 1-benzyl oxycarbonyl methyl-3,5-dichloro(3-nitrophenyl)pyrazinone, CCOC(=O)C (EtOAc). Reagents/catalysts: [Fe] (Iron). Solvent: CCO (EtOH), CCO (EtOH). Run at temperature 75 celsius, time 40 minute. Product: Cl.C(C1=CC=CC=C1)OC(=O)CN1C(C(=NC(=C1C1=CC(=CC=C1)N)Cl)Cl)=O (1-benzyloxycarbonylmethyl-3,5-dichloro-6-(3-aminophenyl)pyrazinone hydrochloride). The yield is 80.0%. Reaction SMILES: [CH2:1]([O:8][C:9]([CH2:11][N:12]1[C:17]([C:18]2[CH:23]=[CH:22][CH:21]=[C:20]([N+:24]([O-])=O)[CH:19]=2)=[C:16]([Cl:27])[N:15]=[C:14]([Cl:28])[C:13]1=[O:29])=[O:10])[C:2]1[CH:7]=[CH:6][CH:5]=[CH:4][CH:3]=1.CCOC(C)=O.Cl>CCO.[Fe]>[ClH:27].[CH2:1]([O:8][C:9]([CH2:11][N:12]1[C:17]([C:18]2[CH:23]=[CH:22][CH:21]=[C:20]([NH2:24])[CH:19]=2)=[C:16]([Cl:27])[N:15]=[C:14]([Cl:28])[C:13]1=[O:29])=[O:10])[C:2]1[CH:7]=[CH:6][CH:5]=[CH:4][CH:3]=1 |f:5.6|. Procedure details: By following the method of Example 1 and substituting 3-nitrobenzaldehyde for benzaldehyde, 1-benzyloxycarbonylmethyl-3,5-dichloro-6-(3-nitrophenyl)pyrazinone (EX-100A) was obtained. The pyrazinone, 1-benzyl oxycarbonyl methyl-3,5-dichloro(3-nitrophenyl)pyrazinone (EX-100A), (15.01 g, 34.6 mmol) was taken up in 325 mL of 50% EtOH (w/w) and heated to 75° C. EtOAc was added until the solution was homogeneous (about 80 mL). Iron powder (9.4 g, 168 mmol) was added, followed by 0.57 mL of 12 M HCl (6...